From a dataset of the Open Reaction Database (ORD), a public repository of structured organic reaction records. describe an organic reaction: reactants, conditions, products, and yield Starting materials: O (Water), ClC=1C=C(C=CC1SC1CCOCC1)C(C)=O (1-[3-Chloro-4-(tetrahydro-pyran-4-ylsulfanyl)-phenyl]-ethanone), OOS(=O)[O-].[K+] (oxone), O (water). The solvent is CO (methanol), O1CCCC1 (tetrahydrofurane). Reaction conditions: time 2 day. The product is ClC=1C=C(C=CC1S(=O)(=O)C1CCOCC1)C(C)=O (1-[3-Chloro-4-(tetrahydro-pyran-4-sulfonyl)-phenyl]-ethanone). Yield: 67.0%. RXN SMILES: [Cl:1][C:2]1[CH:3]=[C:4]([C:15](=[O:17])[CH3:16])[CH:5]=[CH:6][C:7]=1[S:8][CH:9]1[CH2:14][CH2:13][O:12][CH2:11][CH2:10]1.[OH:18]OS([O-])=O.[K+].[OH2:24]>CO.O1CCCC1>[Cl:1][C:2]1[CH:3]=[C:4]([C:15](=[O:17])[CH3:16])[CH:5]=[CH:6][C:7]=1[S:8]([CH:9]1[CH2:10][CH2:11][O:12][CH2:13][CH2:14]1)(=[O:18])=[O:24] |f:1.2|. Procedure details: A solution of the product obtained from step 2 (1.38 g, 5.10 mmol) in methanol (25 ml) and tetrahydrofurane (25 ml) was added drop wise to a solution of oxone (5.64 g, 9.17 mmol) in water (25 ml) at 0° C. The suspension was stirred 2 days at RT. Water (25 ml) was added and the reaction mixture was extracted with DCM. The combined organic phases were washed with brine and dried over magnesium sulphate. Evaporation and purification of the crude product by silica gel chromatography using ethyl acet... The reactants are Fc1ccc(F)c(Br)c1, CC(C)(C)[Si](OCCCCCC=O)(c1ccccc1)c1ccccc1, [Li]CCCC, CCCCCC, CCOC(C)=O, CCOCC, C1CCOC1. The product is CC(C)(C)[Si](OCCCCCC(O)c1cc(F)ccc1F)(c1ccccc1)c1ccccc1. Reaction SMILES: [Br:1][c:2]1[c:3]([F:9])[cH:4][cH:5][c:6]([F:8])[cH:7]1.[C:21]([CH3:22])([CH3:23])([CH3:24])[Si:25]([O:26][CH2:27][CH2:28][CH2:29][CH2:30][CH2:31][CH:32]=[O:33])([c:34]1[cH:35][cH:36][cH:37][cH:38][cH:39]1)[c:40]1[cH:41][cH:42][cH:43][cH:44][cH:45]1.[CH2:16]([Li:17])[CH2:18][CH2:19][CH3:20].[CH3:10][CH2:11][CH2:12][CH2:13][CH2:14][CH3:15].[CH3:46][CH2:47][O:48][C:49](=[O:50])[CH3:51].[CH3:52][CH2:53][O:54][CH2:55][CH3:56].[O:57]1[CH2:58][CH2:59][CH2:60][CH2:61]1>>[c:2]1([CH:32]([CH2:31][CH2:30][CH2:29][CH2:28][CH2:27][O:26][Si:25]([C:21]([CH3:22])([CH3:23])[CH3:24])([c:34]2[cH:35][cH:36][cH:37][cH:38][cH:39]2)[c:40]2[cH:41][cH:42][cH:43][cH:44][cH:45]2)[OH:33])[c:3]([F:9])[cH:4][cH:5][c:6]([F:8])[cH:7]1. Reactants: C(F)(F)(F)C(F)(F)C(F)(F)OC(F)(C(F)(F)F)C(=O)Cl (CF3CF2CF2OCF(CF3)COCl). Reagents/catalysts: additional catalyst, [Pd] (Pd/C). Run at temperature 0 celsius, time 75 hour. Product: C(F)(F)(F)C(F)(F)C(F)(F)OC(F)(C(F)(F)F)C=O (CF3CF2CF2OCF(CF3)CHO). The yield is 53.5%. As a reaction SMILES: [C:1]([C:5]([C:8]([O:11][C:12]([C:18](Cl)=[O:19])([C:14]([F:17])([F:16])[F:15])[F:13])([F:10])[F:9])([F:7])[F:6])([F:4])([F:3])[F:2]>[Pd]>[C:1]([C:5]([C:8]([O:11][C:12]([CH:18]=[O:19])([C:14]([F:16])([F:17])[F:15])[F:13])([F:10])[F:9])([F:7])[F:6])([F:4])([F:3])[F:2]. Procedure: A 3-necked round bottom flask equipped with a dropping funnel and reflux condenser was charged with 10% Pd/C (0.35 g) and cooled to 0° C. Triisoprolpylsilane (6.0 g) was added. CF3CF2CF2OCF(CF3)COCl (10.9 g) was added, and the mixture was stirred at 25° C. for 75 hr. During this period, a total of 0.5 g of additional catalyst was added in ca. 0.1 g increments. Vacuum transfer and separation of the lower layer after chilling at -25° C. provided 5.26 g of liquid. 1H NMR (THF-d8 /F11): 9.9 (m). 19F... The reactants are FC1=C(C=C(C=C1)C)N1N=C(N=N1)CO ([2-(2-fluoro-5-methyl-phenyl)-2H-tetrazol-5-yl]-methanol), [H-].[Na+] (sodium hydride), CS(=O)(=O)C=1N(C(=NN1)C1=CC=NC=C1)C (4-(5-methanesulfonyl-4-methyl-4H-[1,2,4]triazol-3-yl)-pyridine). The product is FC1=C(C=C(C=C1)C)N1N=C(N=N1)COC=1N(C(=NN1)C1=CC=NC=C1)C (4-{5-[2-(2-Fluoro-5-methyl-phenyl)-2H-tetrazol-5-ylmethoxy]-4-methyl-4H-[1,2,4]triazol-3-yl}-pyridine). RXN SMILES: [F:1][C:2]1[CH:7]=[CH:6][C:5]([CH3:8])=[CH:4][C:3]=1[N:9]1[N:13]=[N:12][C:11]([CH2:14][OH:15])=[N:10]1.[H-].[Na+].CS([C:22]1[N:23]([CH3:33])[C:24]([C:27]2[CH:32]=[CH:31][N:30]=[CH:29][CH:28]=2)=[N:25][N:26]=1)(=O)=O>>[F:1][C:2]1[CH:7]=[CH:6][C:5]([CH3:8])=[CH:4][C:3]=1[N:9]1[N:13]=[N:12][C:11]([CH2:14][O:15][C:22]2[N:23]([CH3:33])[C:24]([C:27]3[CH:32]=[CH:31][N:30]=[CH:29][CH:28]=3)=[N:25][N:26]=2)=[N:10]1 |f:1.2|. Reported procedure: The title compound is prepared from [2-(2-fluoro-5-methyl-phenyl)-2H-tetrazol-5-yl]-methanol (1 mmol), sodium hydride (1.5 mmol) and 4-(5-methanesulfonyl-4-methyl-4H-[1,2,4]triazol-3-yl)-pyridine (1.25 mmol). Reactants: C(C)(=O)O[C@H]1[C@@H](C2=C1C=CC=C2)OC(C)=O (trans-1,2-diacetoxy-1,2-dihydrobenzocyclobutene), C(C)(=O)OC1(CC2(C=3C(C=CC(C3C1)=O)=O)SCCS2)C(C)=O (rac-3'-acetoxy-3'-acetyl-1',2',3',4',5',8'-hexahydro-5',8'-dioxospiro[1,3-dithiolane-2,1'-naphthalene]). The product is C(C)(=O)OC1(CC2(C=3C(C4C(C5=CC=CC=C5C(C4C(C3C1)=O)OC(C)=O)OC(C)=O)=O)SCCS2)C(C)=O (rac-3',6',11'-triacetoxy-3'-acetyl-1',2',3',4',5',5a',6',11',11a',12'-decahydro-5',12'-dioxospiro[1,3-dithiolane-2,1'-naphthacene]). Yield: 78.8%. As a reaction SMILES: [C:1]([O:4][C@@H:5]1[C:8]2[CH:9]=[CH:10][CH:11]=[CH:12][C:7]=2[C@H:6]1[O:13][C:14](=[O:16])[CH3:15])(=[O:3])[CH3:2].[C:17]([O:20][C:21]1([C:37](=[O:39])[CH3:38])[CH2:30][C:29]2[C:28](=[O:31])[CH:27]=[CH:26][C:25](=[O:32])[C:24]=2[C:23]2([S:36][CH2:35][CH2:34][S:33]2)[CH2:22]1)(=[O:19])[CH3:18]>>[C:17]([O:20][C:21]1([C:37](=[O:39])[CH3:38])[CH2:30][C:29]2[C:28](=[O:31])[CH:27]3[CH:26]([CH:5]([O:4][C:1](=[O:3])[CH3:2])[C:8]4[C:7]([CH:6]3[O:13][C:14](=[O:16])[CH3:15])=[CH:12][CH:11]=[CH:10][CH:9]=4)[C:25](=[O:32])[C:24]=2[C:23]2([S:36][CH2:35][CH2:34][S:33]2)[CH2:22]1)(=[O:19])[CH3:18]. Reported procedure: A solution of 220 mg (1.0 mmol) of trans-1,2-diacetoxy-1,2-dihydrobenzocyclobutene and 234 mg (0.66 mmol) of rac-3'-acetoxy-3'-acetyl-1',2',3',4',5',8'-hexahydro-5',8'-dioxospiro[1,3-dithiolane-2,1'-naphthalene] [prepared as described in Example 5(A)] in 15 ml of dry xylane was stirred and heated under reflux under an atmosphere of nitrogem for 30 minutes. The pale orange solution was evaporated and the resulting yellow oil was triturated with 15 ml of diethyl ether to yield 298 mg (79%) of rac-...